This data is from the Open Reaction Database (ORD), a public repository of structured organic reaction records. The task is: describe an organic reaction: reactants, conditions, products, and yield Reactants: C(C)(C)(C)OC(=O)NOS(=O)(=O)C1=C(C=C(C=C1C)C)C (t-butoxycarbonyl-O-mesitylenesulfonylhydroxylamine), C(=O)(C(F)(F)F)O (TFA), ice, FC1=CC=C(C=C1)C(CC1=NC=CC=C1)=NO (1-(4-fluorophenyl)-2-pyridin-2-ylethanone oxime). Run in C(Cl)(Cl)Cl (chloroform). Run at time 30 minute. The product is FC1=CC=C(C=C1)C1=NN2C(C=CC=C2)=C1 (2-(4-Fluorophenyl)pyrazolo[1,5-a]pyridine). The yield is 70.6%. Reaction SMILES: C(OC(NOS(C1C(C)=CC(C)=CC=1C)(=O)=O)=O)(C)(C)C.C(O)(C(F)(F)F)=O.[F:29][C:30]1[CH:35]=[CH:34][C:33]([C:36](=[N:44]O)[CH2:37][C:38]2[CH:43]=[CH:42][CH:41]=[CH:40][N:39]=2)=[CH:32][CH:31]=1>C(Cl)(Cl)Cl>[F:29][C:30]1[CH:35]=[CH:34][C:33]([C:36]2[CH:37]=[C:38]3[CH:43]=[CH:42][CH:41]=[CH:40][N:39]3[N:44]=2)=[CH:32][CH:31]=1. Procedure: Solid t-butoxycarbonyl-O-mesitylenesulfonylhydroxylamine (17.26 54.6 mmol) was added portionwise with stirring to TFA (50 ml) over 10 min then stirred for a further 30 minutes. The solution was poured onto ice (˜250 ml) and left until the ice melted. The resulting white solid was filtered off, washed with water, and dissolved in chloroform (200 ml). The solution was dried over 4 Å mol. sieves for 1.5 hours, filtered and 1-(4-fluorophenyl)-2-pyridin-2-ylethanone oxime (6.29 g 27.3 mmol) in chloro... Reactants: O1N=C(C2=C1C=CC=C2)C(C)=O (1-(1,2-benzisoxazol-3-yl)ethanone), Cl.NO (hydroxylamine hydrochloride), N1=CC=CC=C1 (pyridine), ice water. Solvent: C(C)(=O)OCC (ethyl acetate). The product is O1N=C(C2=C1C=CC=C2)C(C)=NO (1-(1,2-benzisoxazol-3-yl)ethanone oxime). As a reaction SMILES: [O:1]1[C:5]2[CH:6]=[CH:7][CH:8]=[CH:9][C:4]=2[C:3]([C:10](=O)[CH3:11])=[N:2]1.Cl.[NH2:14][OH:15].N1C=CC=CC=1>C(OCC)(=O)C>[O:1]1[C:5]2[CH:6]=[CH:7][CH:8]=[CH:9][C:4]=2[C:3]([C:10](=[N:14][OH:15])[CH3:11])=[N:2]1 |f:1.2|. Procedure: A mixture of 1.4 g of 1-(1,2-benzisoxazol-3-yl)ethanone, 0.7 g of hydroxylamine hydrochloride and 10 ml of pyridine is refluxed for 1 h. The reaction mixture is then poured onto a mixture of ice/water and the precipitated product is isolated by filtration. The product is dissolved in ethyl acetate, the solution is washed once with water, then twice with a saturated solution of sodium chloride and finally dried over sodium sulfate. The solvent is stripped off under vacuum, to give pure 1-(1,2-ben...